Dataset: the Open Reaction Database (ORD), a public repository of structured organic reaction records. Task: describe an organic reaction: reactants, conditions, products, and yield Starting materials: C=CC(=O)OCC, COc1ccc2c(c1)CC(CN)O2. The product is CCOC(=O)CCNCC1Cc2cc(OC)ccc2O1. RXN SMILES: [C:1]([CH:2]=[CH2:3])(=[O:4])[O:5][CH2:6][CH3:7].[CH3:8][O:9][c:10]1[cH:11][cH:12][c:13]2[c:14]([cH:20]1)[CH2:15][CH:16]([CH2:18][NH2:19])[O:17]2>>[C:1]([CH2:2][CH2:3][NH:19][CH2:18][CH:16]1[CH2:15][c:14]2[c:13]([cH:12][cH:11][c:10]([O:9][CH3:8])[cH:20]2)[O:17]1)(=[O:4])[O:5][CH2:6][CH3:7]. Reactants: CON(C)C(=O)C(NC(=O)OC(C)(C)C)C(C)(C)C, C1CCOC1, [Li]C. The product is CC(=O)C(NC(=O)OC(C)(C)C)C(C)(C)C. Reaction SMILES: [C:1]([CH3:2])([CH3:3])([CH3:4])[O:5][C:6]([NH:7][CH:8]([C:9]([CH3:10])([CH3:11])[CH3:12])[C:13]([N:14]([O:15][CH3:16])[CH3:17])=[O:18])=[O:19].[CH2:22]1[O:23][CH2:24][CH2:25][CH2:26]1.[CH3:20][Li:21]>>[C:1]([CH3:2])([CH3:3])([CH3:4])[O:5][C:6]([NH:7][CH:8]([C:9]([CH3:10])([CH3:11])[CH3:12])[C:13](=[O:18])[CH3:20])=[O:19]. The reactants are C(C)(C)(C)O (tert.-butanol), C4, (meth)acrylic acid, (meth)acrylic acid, O=O (oxygen), (meth)acrylic acid. Product: C=C(C)C (isobutene), CC(C)C (isobutane), C(C(C)C)=O (iso-butyraldehyde), O=CC(C)=C (methacrolein), meth-tert.-butylether. As a reaction SMILES: [O:1]=O.[C:3](O)([CH3:6])([CH3:5])[CH3:4]>>[CH2:4]=[C:3]([CH3:6])[CH3:5].[CH3:4][CH:3]([CH3:6])[CH3:5].[CH:4](=[O:1])[CH:3]([CH3:6])[CH3:5].[O:1]=[CH:4][C:3](=[CH2:6])[CH3:5]. Reported procedure: An apparatus for the production of (meth)acrylic acid which is preferred according to the invention comprises the (meth)acrylic acid reactor and a quench absorber during the synthesis of (meth)acrylic acid by catalytic gaseous phase reaction of C4 starting compounds with oxygen. (Meth)acrylic acid may be obtained particularly preferably by catalytic gaseous phase oxidation of isobutene, isobutane, tert.-butanol, iso-butyraldehyde, methacrolein or meth-tert.-butylether. Further details on the pro... The reactants are OC1=CC=C(C=C1)C1=NC(=CC(=N1)C)C(F)(F)F (2-(4-hydroxyphenyl)-4-methyl-6-(trifluoromethyl)-pyrimidine), C([O-])([O-])=O.[K+].[K+] (potassium carbonate), C(Cl)C1CO1 (epichlorohydrin). Run at time 1.5 hour. As a reaction SMILES: [OH:1][C:2]1[CH:7]=[CH:6][C:5]([C:8]2[N:13]=[C:12]([CH3:14])[CH:11]=[C:10]([C:15]([F:18])([F:17])[F:16])[N:9]=2)=[CH:4][CH:3]=1.C(=O)([O-])[O-].[K+].[K+].[CH2:25]([CH:27]1[O:29][CH2:28]1)Cl>>[O:29]1[CH2:28][CH:27]1[CH2:25][O:1][C:2]1[CH:7]=[CH:6][C:5]([C:8]2[N:13]=[C:12]([CH3:14])[CH:11]=[C:10]([C:15]([F:18])([F:17])[F:16])[N:9]=2)=[CH:4][CH:3]=1 |f:1.2.3|. Product: O1C(COC2=CC=C(C=C2)C2=NC(=CC(=N2)C)C(F)(F)F)C1 (2-[4-(2,3-epoxypropoxy)-phenyl]-4-methyl-6-(trifluoromethyl)pyrimidine). Procedure details: The mixture of 17.0 g of 2-(4-hydroxyphenyl)-4-methyl-6-(trifluoromethyl)-pyrimidine, 23.1 g of potassium carbonate and 135 ml of epichlorohydrin is stirred at a temperature of 130° for 1.5 hours, then filtered with suction while hot; the filter residue is subsequently washed with methylene chloride and the filtrate is evaporated to dryness under reduced pressure. The residue is recrystallised from isopropanol and yields 2-[4-(2,3-epoxypropoxy)-phenyl]-4-methyl-6-(trifluoromethyl)pyrimidine havi... Reactants: COC(CCC=1C(N(CCC1)CC1=CC=C(C=C1)NC(C)=O)=O)=O (3-[1-(4-acetylamino-benzyl)-2-oxo-1,2,5,6-tetrahydro-pyridin-3-yl)-propionic acid methyl ester), [Li+].[OH-] (LiOH). The solvent is O1CCCC1 (tetrahydrofurane). Product: C(C)(=O)NC1=CC=C(CN2C(C(=CCC2)CCC(=O)O)=O)C=C1 (3-[1-(4-acetylamino-benzyl)-2-oxo-1,2,5,6-tetrahydro-pyridin-3-yl]-propionic acid). RXN SMILES: C[O:2][C:3](=[O:24])[CH2:4][CH2:5][C:6]1[C:7](=[O:23])[N:8]([CH2:12][C:13]2[CH:18]=[CH:17][C:16]([NH:19][C:20](=[O:22])[CH3:21])=[CH:15][CH:14]=2)[CH2:9][CH2:10][CH:11]=1.[Li+].[OH-]>O1CCCC1>[C:20]([NH:19][C:16]1[CH:17]=[CH:18][C:13]([CH2:12][N:8]2[CH2:9][CH2:10][CH:11]=[C:6]([CH2:5][CH2:4][C:3]([OH:24])=[O:2])[C:7]2=[O:23])=[CH:14][CH:15]=1)(=[O:22])[CH3:21] |f:1.2|. Reported procedure: 3-[1-(4-acetylamino-benzyl)-2-oxo-1,2,5,6-tetrahydro-pyridin-3-yl]-propionic acid methyl ester (i) prepared by above Step 2 of Example 18 dissolved in organic solvent such as tetrahydrofurane was reacted with LiOH to give 3-[1-(4-acetylamino-benzyl)-2-oxo-1,2,5,6-tetrahydro-pyridin-3-yl]-propionic acid (k). Reactants: C(=O)=O (carbon dioxide), NC1=C(C=CC=2C(C3=CC=CC=C3C(C12)=O)=O)C(=O)O (1-aminoanthraquinone-2-carboxylic acid), [OH-].[NH4+] (ammonium hydroxide). Reagents/catalysts: [Zn] (zinc). Solvent: O (water). Reaction conditions: time 30 minute. Product: NC1=CC=CC=2C(C3=CC=CC=C3C(C12)=O)=O (1-aminoanthraquinone). Yield: 83.2%. As a reaction SMILES: [NH2:1][C:2]1[C:15]2[C:14](=[O:16])[C:13]3[C:8](=[CH:9][CH:10]=[CH:11][CH:12]=3)[C:7](=[O:17])[C:6]=2[CH:5]=[CH:4][C:3]=1C(O)=O.[OH-].[NH4+].C(=O)=O>[Zn].O>[NH2:1][C:2]1[C:15]2[C:14](=[O:16])[C:13]3[C:8](=[CH:9][CH:10]=[CH:11][CH:12]=3)[C:7](=[O:17])[C:6]=2[CH:5]=[CH:4][CH:3]=1 |f:1.2|. Procedure details: To a three-necked round-bottomed flask equipped with stirrer and reflux condenser was added 2 g (0.007 mole) 1-aminoanthraquinone-2-carboxylic acid, 0.5 g (0.0018) zinc dust, 5 ml of 30% ammonium hydroxide solution and 30 ml of water. The resulting mixture was refluxed gently until evolution of carbon dioxide ceased, ca. 30 minutes. The mixture was then filtered while hot, and the filter cake was washed with water. The wet cake containing the zinc catalyst was heated over a steam bath with 50% s... Starting materials: CN1C(=CC=C1C=1C=CC2=C(C1)C1(CCC1)OC(N2)=O)C#N (1-methyl-5-(2-oxo-1,2-dihydrospiro[3,1-benzoxazine-4,1′-cyclobutan]-6-yl)-1H-pyrrole-2-carbonitrile), COC=1C=CC(=CC1)P2(=S)SP(=S)(S2)C=3C=CC(=CC3)OC (Lawesson's Reagent), C([O-])([O-])=O.[Na+].[Na+] (sodium carbonate). Solvent: C1(=CC=CC=C1)C (toluene). The product is CN1C(=CC=C1C=1C=CC2=C(C1)C1(CCC1)OC(N2)=S)C#N (1-methyl-5-(2-thioxo-1,2-dihydrospiro[3,1-benzoxazine-4,1′-cyclobutan]-6-yl)-1H-pyrrole-2-carbonitrile). The yield is 99.9%. As a reaction SMILES: [CH3:1][N:2]1[C:6]([C:7]2[CH:8]=[CH:9][C:10]3[NH:19][C:18](=O)[O:17][C:13]4([CH2:16][CH2:15][CH2:14]4)[C:11]=3[CH:12]=2)=[CH:5][CH:4]=[C:3]1[C:21]#[N:22].COC1C=CC(P2(SP(C3C=CC(OC)=CC=3)(=S)S2)=[S:32])=CC=1.C(=O)([O-])[O-].[Na+].[Na+]>C1(C)C=CC=CC=1>[CH3:1][N:2]1[C:6]([C:7]2[CH:8]=[CH:9][C:10]3[NH:19][C:18](=[S:32])[O:17][C:13]4([CH2:16][CH2:15][CH2:14]4)[C:11]=3[CH:12]=2)=[CH:5][CH:4]=[C:3]1[C:21]#[N:22] |f:2.3.4|. Reported procedure: A solution of 1-methyl-5-(2-oxo-1,2-dihydrospiro[3,1-benzoxazine-4,1′-cyclobutan]-6-yl)-1H-pyrrole-2-carbonitrile (0.33 g, 1.1 mmol) and Lawesson's Reagent (0.23 g, 0.55 mmol) in toluene (10 mL) was heated at 100° C. Upon completion by TLC, the reaction mixture was poured into saturated sodium carbonate (100 mL) and extracted with ethyl acetate (50 mL), dried over magnesium sulfate, and concentrated. Trituration of the residue with ether (20 mL) gave 1-methyl-5-(2-thioxo-1,2-dihydrospiro[3,1-ben...